Dataset: the Open Reaction Database (ORD), a public repository of structured organic reaction records. Task: describe an organic reaction: reactants, conditions, products, and yield RXN SMILES: FC(F)(F)C([N:5]1[CH:10]2[CH2:11][CH2:12][CH:6]1[CH2:7][CH:8]([CH:13]1[C:26]3[CH:25]=[CH:24][C:23]([C:27]4[NH:31][N:30]=[N:29][N:28]=4)=[CH:22][C:21]=3[O:20][C:19]3[C:14]1=[CH:15][CH:16]=[CH:17][CH:18]=3)[CH2:9]2)=O.[OH-].[Na+]>CO>[NH:31]1[C:27]([C:23]2[CH:24]=[CH:25][C:26]3[CH:13]([CH:8]4[CH2:9][CH:10]5[NH:5][CH:6]([CH2:12][CH2:11]5)[CH2:7]4)[C:14]4[C:19]([O:20][C:21]=3[CH:22]=2)=[CH:18][CH:17]=[CH:16][CH:15]=4)=[N:28][N:29]=[N:30]1 |f:1.2|. Reported procedure: To a solution of 2,2,2-trifluoro-1-{3-[3-(1H-tetrazol-5-yl)-9H-xanthen-9-yl]-8-aza-bicyclo[3.2.1]oct-8-yl}-ethanone, 4j (0.33 g, 0.724 mmol) in methanol (10 mL) was added a 1N NaOH solution (2.17 mmol, 2.17 mL), and the mixture was heated to reflux for 1 h. The mixture was allowed to cool to rt and evaporated. The residue was purified via reverse phase HPLC (eluent gradient: CH3CN in H2O containing 0.1% TFA) to yield 0.22 g (64%) of title compound 3-[3-(1H-tetrazol-5-yl)-9H-xanthen-9-yl]-8-aza-b... Yields the product N1N=NN=C1C=1C=CC=2C(C3=CC=CC=C3OC2C1)C1CC2CCC(C1)N2 (3-[3-(1H-Tetrazol-5-yl)-9H-xanthen-9-yl]-8-aza-bicyclo[3.2.1]octane). The reactants are FC(C(=O)N1C2CC(CC1CC2)C2C1=CC=CC=C1OC=1C=C(C=CC21)C2=NN=NN2)(F)F (2,2,2-trifluoro-1-{3-[3-(1H-tetrazol-5-yl)-9H-xanthen-9-yl]-8-aza-bicyclo[3.2.1]oct-8-yl}-ethanone), FC(C(=O)N1C2CC(CC1CC2)C2C1=CC=CC=C1OC=1C=C(C=CC21)C2=NN=NN2)(F)F (2,2,2-Trifluoro-1-{3-[3-(1H-tetrazol-5-yl)-9H-xanthen-9-yl]-8-aza-bicyclo[3.2.1]oct-8-yl}-ethanone), [OH-].[Na+] (NaOH). Run in CO (methanol). Isolated yield 64.0%. The reactants are CCN(C(C)C)C(C)C, ClCCl, CC(C)(C)c1cnc(C=Cc2cnc(N)s2)o1, CN(C)C=O, O=C(Cl)Cc1ccccc1. The product is CC(C)(C)c1cnc(C=Cc2cnc(NC(=O)Cc3ccccc3)s2)o1. As a reaction SMILES: [CH:23]([N:24]([CH2:25][CH3:26])[CH:27]([CH3:28])[CH3:29])([CH3:30])[CH3:31].[Cl:42][CH2:43][Cl:44].[NH2:1][c:2]1[s:3][c:4]([CH:7]=[CH:8][c:9]2[o:10][c:11]([C:14]([CH3:15])([CH3:16])[CH3:17])[cH:12][n:13]2)[cH:5][n:6]1.[O:18]=[CH:19][N:20]([CH3:21])[CH3:22].[c:32]1([CH2:38][C:39](=[O:40])[Cl:41])[cH:33][cH:34][cH:35][cH:36][cH:37]1>>[NH:1]([c:2]1[s:3][c:4]([CH:7]=[CH:8][c:9]2[o:10][c:11]([C:14]([CH3:15])([CH3:16])[CH3:17])[cH:12][n:13]2)[cH:5][n:6]1)[C:39]([CH2:38][c:32]1[cH:33][cH:34][cH:35][cH:36][cH:37]1)=[O:40].